This data is from the Open Reaction Database (ORD), a public repository of structured organic reaction records. The task is: describe an organic reaction: reactants, conditions, products, and yield Reactants: [Al+3], C1CCOC1, [H-], [H-], [H-], [H-], [Li+], [Na+], COC(=O)C(COCc1ccccc1)N1CCC(N(Cc2cc3c(cn2)OCCO3)C(=O)OC(C)(C)C)CC1, [OH-], O. Yields the product CC(C)(C)OC(=O)N(Cc1cc2c(cn1)OCCO2)C1CCN(C(CO)COCc2ccccc2)CC1. RXN SMILES: [Al+3:41].[CH2:49]1[O:50][CH2:51][CH2:52][CH2:53]1.[H-:40].[H-:43].[H-:44].[H-:45].[Li+:42].[Na+:48].[O:1]1[CH2:2][CH2:3][O:4][c:5]2[cH:6][n:7][c:8]([CH2:11][N:12]([CH:13]3[CH2:14][CH2:15][N:16]([CH:19]([C:20](=[O:21])[O:22][CH3:23])[CH2:24][O:25][CH2:26][c:27]4[cH:28][cH:29][cH:30][cH:31][cH:32]4)[CH2:17][CH2:18]3)[C:33](=[O:34])[O:35][C:36]([CH3:37])([CH3:38])[CH3:39])[cH:9][c:10]21.[OH-:47].[OH2:46]>>[O:1]1[CH2:2][CH2:3][O:4][c:5]2[cH:6][n:7][c:8]([CH2:11][N:12]([CH:13]3[CH2:14][CH2:15][N:16]([CH:19]([CH2:20][OH:21])[CH2:24][O:25][CH2:26][c:27]4[cH:28][cH:29][cH:30][cH:31][cH:32]4)[CH2:17][CH2:18]3)[C:33](=[O:34])[O:35][C:36]([CH3:37])([CH3:38])[CH3:39])[cH:9][c:10]21.